This data is from the Open Reaction Database (ORD), a public repository of structured organic reaction records. The task is: describe an organic reaction: reactants, conditions, products, and yield The reactants are [Li]C(C)(C)C, C1CCOC1, C[Si](C)(C)N=C=O, COc1ccc(N2CCN(CCC3OCCc4c(Br)cccc43)CC2)cc1, C1COCCO1. Yields the product COc1ccc(N2CCN(CCC3OCCc4c(C(N)=O)cccc43)CC2)cc1. As a reaction SMILES: [C:1]([Li:2])([CH3:3])([CH3:4])[CH3:5].[CH2:40]1[O:41][CH2:42][CH2:43][CH2:44]1.[CH3:33][Si:34]([CH3:35])([CH3:36])[N:37]=[C:38]=[O:39].[CH3:6][O:7][c:8]1[cH:9][cH:10][c:11]([N:14]2[CH2:15][CH2:16][N:17]([CH2:20][CH2:21][CH:22]3[O:23][CH2:24][CH2:25][c:26]4[c:27]([Br:32])[cH:28][cH:29][cH:30][c:31]43)[CH2:18][CH2:19]2)[cH:12][cH:13]1.[O:45]1[CH2:46][CH2:47][O:48][CH2:49][CH2:50]1>>[CH3:6][O:7][c:8]1[cH:9][cH:10][c:11]([N:14]2[CH2:15][CH2:16][N:17]([CH2:20][CH2:21][CH:22]3[O:23][CH2:24][CH2:25][c:26]4[c:27]([C:38]([NH2:37])=[O:39])[cH:28][cH:29][cH:30][c:31]43)[CH2:18][CH2:19]2)[cH:12][cH:13]1.